Dataset: the Open Reaction Database (ORD), a public repository of structured organic reaction records. Task: describe an organic reaction: reactants, conditions, products, and yield Starting materials: CC=1NC(=C(C(C1C(=O)OC)C1=CC(=CC=C1)NO)C(=O)OC(C)C)C (Methyl 1-Methylethyl 1,4-Dihydro-2,6-dimethyl-4-(3-hydroxylamino-phenyl)-3,5-pyridinedicarboxylate), [N+](=O)([O-])C=1C=C(C=O)C=CC1 (3-nitrobenzaldehyde). Yields the product CC=1NC(=C(C(C1C(=O)OC)C1=CC(=CC=C1)/N(=O)=C/C1=CC(=CC=C1)[N+](=O)[O-])C(=O)OC(C)C)C (Methyl 1-Methylethyl 1,4-Dihydro-2,6-dimethyl-4-{3-[(Z)-N-(3-nitrophenylmethylene)-N-oxo-λ5 -azanyl]phenyl}-3,5-pyridinedicarboxylate). RXN SMILES: [CH3:1][C:2]1[NH:3][C:4]([CH3:26])=[C:5]([C:20]([O:22][CH:23]([CH3:25])[CH3:24])=[O:21])[CH:6]([C:12]2[CH:17]=[CH:16][CH:15]=[C:14]([NH:18][OH:19])[CH:13]=2)[C:7]=1[C:8]([O:10][CH3:11])=[O:9].[N+:27]([C:30]1[CH:31]=[C:32]([CH:35]=[CH:36][CH:37]=1)[CH:33]=O)([O-:29])=[O:28]>>[CH3:1][C:2]1[NH:3][C:4]([CH3:26])=[C:5]([C:20]([O:22][CH:23]([CH3:24])[CH3:25])=[O:21])[CH:6]([C:12]2[CH:17]=[CH:16][CH:15]=[C:14]([N:18](=[CH:33][C:32]3[CH:35]=[CH:36][CH:37]=[C:30]([N+:27]([O-:29])=[O:28])[CH:31]=3)=[O:19])[CH:13]=2)[C:7]=1[C:8]([O:10][CH3:11])=[O:9]. Procedure: The reaction of hydroxylamine 82 (0.71 g, 2 mmol) with 3-nitrobenzaldehyde (57) (0.302 g, 2 mmol) afforded, after workup, a light yellow solid. The crude product was recrystallized from ethyl acetate/petroleum ether to obtain 0.71 g (1.44 mmol. 72%) of 83 as a light yellow crystalline solid: mp 149°-151° C.; IR (CH2Cl2) 3440, 2980, 1700, 1622, 1552, 1535, 1475, 1355, 1300, 1215, 1100, 1018, 810 cm-1 ; 1H NMR (CDCl3) δ 1.14 (d, J=6.2 Hz, 3H), 1.25 (d, J=6.2 Hz, 3H), 2.30 (s, 6H), 3.64 (s, 3H), 4.... The reactants are ON=Cc1ccc(Br)cc1, C1CCOC1, C=CCO. Product: OCC1CC(c2ccc(Br)cc2)=NO1. Reaction SMILES: [Br:1][c:2]1[cH:3][cH:4][c:5]([CH:6]=[N:7][OH:8])[cH:9][cH:10]1.[O:15]1[CH2:16][CH2:17][CH2:18][CH2:19]1.[OH:11][CH2:12][CH:13]=[CH2:14]>>[Br:1][c:2]1[cH:3][cH:4][c:5]([C:6]2=[N:7][O:8][CH:13]([CH2:12][OH:11])[CH2:14]2)[cH:9][cH:10]1.